From a dataset of the Open Reaction Database (ORD), a public repository of structured organic reaction records. describe an organic reaction: reactants, conditions, products, and yield The reactants are P(=O)(Cl)(Cl)Cl (Phosphoryl chloride), ClC1=C(C=CC=C1)C1=NC(=NC(=C1)O)C1=NC(=CC=C1)C (4-o-chlorophenyl-6-hydroxy-2-(6-methyl-2-pyridinyl)pyrimidine), C([O-])([O-])=O.[Na+].[Na+] (sodium carbonate). Run in C1(=CC=CC=C1)C (toluene). Yields the product ClC1=NC(=NC(=C1)C1=C(C=CC=C1)Cl)C1=NC(=CC=C1)C (4-chloro-6-o-chlorophenyl-2-(6-methyl-2-pyridinyl)pyrimidine). Isolated yield 86.6%. Reaction SMILES: P(Cl)(Cl)([Cl:3])=O.[Cl:6][C:7]1[CH:12]=[CH:11][CH:10]=[CH:9][C:8]=1[C:13]1[CH:18]=[C:17](O)[N:16]=[C:15]([C:20]2[CH:25]=[CH:24][CH:23]=[C:22]([CH3:26])[N:21]=2)[N:14]=1.C(=O)([O-])[O-].[Na+].[Na+]>C1(C)C=CC=CC=1>[Cl:3][C:17]1[CH:18]=[C:13]([C:8]2[CH:9]=[CH:10][CH:11]=[CH:12][C:7]=2[Cl:6])[N:14]=[C:15]([C:20]2[CH:25]=[CH:24][CH:23]=[C:22]([CH3:26])[N:21]=2)[N:16]=1 |f:2.3.4|. Procedure: Phosphoryl chloride (5 g) was added to the solution of 4-o-chlorophenyl-6-hydroxy-2-(6-methyl-2-pyridinyl)pyrimidine (5 g) in toluene (100 ml). The mixture was heated under reflux for 1 hour and left to stand to room temperature. Aqueous sodium carbonate solution was added thereto until the reaction solution became about pH 8 to be separated into two layers. Toluene layer was washed with water and dried over anhydrous magnesium sulfate. The toluene layer was concentrated under reduced pressure t... Reactants: C(CC)[C@@H]1N(C(OC1)=O)C1=NC=2N(C=C1)N=CC2C2=CC=C(C=C2)C2=NN(C=N2)COCC[Si](C)(C)C ((S)-4-propyl-3-(3-(4-(1-((2-(trimethylsilyl)ethoxy)methyl)-1H-1,2,4-triazol-3-yl)phenyl)pyrazolo[1,5-a]pyrimidin-5-yl)oxazolidin-2-one), FC(C(=O)O)(F)F (trifluoroacetic acid). Solvent: C(Cl)Cl (DCM). Reaction conditions: time 18 hour. Product: N1N=C(N=C1)C1=CC=C(C=C1)C=1C=NN2C1N=C(C=C2)N2C(OC[C@@H]2CCC)=O ((S)-3-(3-(4-(1H-1,2,4-triazol-3-yl)phenyl)pyrazolo[1,5-a]pyrimidin-5-yl)-4-propyloxazolidin-2-one). Yield: 61.6%. As a reaction SMILES: [CH2:1]([C@H:4]1[CH2:8][O:7][C:6](=[O:9])[N:5]1[C:10]1[CH:15]=[CH:14][N:13]2[N:16]=[CH:17][C:18]([C:19]3[CH:24]=[CH:23][C:22]([C:25]4[N:29]=[CH:28][N:27](COCC[Si](C)(C)C)[N:26]=4)=[CH:21][CH:20]=3)=[C:12]2[N:11]=1)[CH2:2][CH3:3].FC(F)(F)C(O)=O>C(Cl)Cl>[NH:27]1[CH:28]=[N:29][C:25]([C:22]2[CH:21]=[CH:20][C:19]([C:18]3[CH:17]=[N:16][N:13]4[CH:14]=[CH:15][C:10]([N:5]5[C@@H:4]([CH2:1][CH2:2][CH3:3])[CH2:8][O:7][C:6]5=[O:9])=[N:11][C:12]=34)=[CH:24][CH:23]=2)=[N:26]1. Procedure details: A mixture of (S)-4-propyl-3-(3-(4-(1-((2-(trimethylsilyl)ethoxy)methyl)-1H-1,2,4-triazol-3-yl)phenyl)pyrazolo[1,5-a]pyrimidin-5-yl)oxazolidin-2-one (0.039 g, 0.075 mmol) in DCM (0.4 mL) was treated with trifluoroacetic acid (0.4 mL) at ambient temperature. The mixture was stirred for 18 hours. The solvent was concentrated and the residue was partitioned between EtOAc and aqueous saturated NaHCO3. The aqueous layer was further extracted with EtOAc. The combined organic extracts were washed with b... Starting materials: COc1ccc(Cn2ccnn2)cc1C(=O)O, CN(C)C=O, ClCCl, O=C(Cl)C(=O)Cl. The product is COc1ccc(Cn2ccnn2)cc1C(=O)Cl. As a reaction SMILES: [CH3:1][O:2][c:3]1[c:4]([C:5](=[O:6])[OH:7])[cH:8][c:9]([CH2:12][n:13]2[n:14][n:15][cH:16][cH:17]2)[cH:10][cH:11]1.[CH3:27][N:28]([CH3:29])[CH:30]=[O:31].[Cl:18][CH2:19][Cl:20].[Cl:21][C:22]([C:23]([Cl:24])=[O:25])=[O:26]>>[CH3:1][O:2][c:3]1[c:4]([C:5](=[O:6])[Cl:18])[cH:8][c:9]([CH2:12][n:13]2[n:14][n:15][cH:16][cH:17]2)[cH:10][cH:11]1. Reactants: S(=O)(=O)(C1=CC=C(C)C=C1)Cl (Tosyl chloride), S(=O)(=O)(C1=CC=C(C)C=C1)Cl (tosyl chloride), C(C)OC(=O)N1CCC(CC1)(CC(CO)O)O (1-Ethoxycarbonyl-4-hydroxy-4-(2,3-dihydroxypropyl)-piperidine). The solvent is N1=CC=CC=C1 (pyridine), N1=CC=CC=C1 (pyridine), N1=CC=CC=C1 (pyridine). Reaction conditions: temperature 110 celsius, time 8 hour. Product: C(C)OC(=O)N1CCC2(CC(CO2)O)CC1 (8-Ethoxycarbonyl-3-hydroxy-1-oxa-8-azaspiro[4.5]decane). RXN SMILES: [CH2:1]([O:3][C:4]([N:6]1[CH2:11][CH2:10][C:9]([OH:17])([CH2:12][CH:13]([OH:16])[CH2:14]O)[CH2:8][CH2:7]1)=[O:5])[CH3:2].S(Cl)(C1C=CC(C)=CC=1)(=O)=O>N1C=CC=CC=1>[CH2:1]([O:3][C:4]([N:6]1[CH2:7][CH2:8][C:9]2([O:17][CH2:14][CH:13]([OH:16])[CH2:12]2)[CH2:10][CH2:11]1)=[O:5])[CH3:2]. Reported procedure: The product of step c) (5.2 g, 0.021 mol) was dissolved in dry pyridine (60 ml), placed under nitrogen and cooled with an ice-bath. Tosyl chloride (4.8 g, 0.025 mol) was dissolved in pyridine (30 ml) and added dropwise. The reaction was heated at 110° C. After 5 hours another 2.2 g (0.011 mol) tosyl chloride was added in 20 ml pyridine at room temperature and the heating was continued overnight.